This data is from the Open Reaction Database (ORD), a public repository of structured organic reaction records. The task is: describe an organic reaction: reactants, conditions, products, and yield The reactants are C1CCOC1, COC(=O)c1ccc2nc(N)c(-c3ccccc3)n2c1, O. Yields the product Nc1nc2ccc(C(=O)O)cn2c1-c1ccccc1. Reaction SMILES: [CH2:21]1[O:22][CH2:23][CH2:24][CH2:25]1.[NH2:1][c:2]1[n:3][c:4]2[n:5]([cH:6][c:7]([C:10](=[O:11])[O:12][CH3:13])[cH:8][cH:9]2)[c:14]1-[c:15]1[cH:16][cH:17][cH:18][cH:19][cH:20]1.[OH2:26]>>[NH2:1][c:2]1[n:3][c:4]2[n:5]([cH:6][c:7]([C:10](=[O:11])[OH:12])[cH:8][cH:9]2)[c:14]1-[c:15]1[cH:16][cH:17][cH:18][cH:19][cH:20]1.